Dataset: the Open Reaction Database (ORD), a public repository of structured organic reaction records. Task: describe an organic reaction: reactants, conditions, products, and yield Reactants: O=C(Nc1ccncc1F)c1cnc2c(Br)cc(Cl)nn12, COc1ccc(CN)cc1, CN1CCCC1=O, CCN(C(C)C)C(C)C, O. As a reaction SMILES: [Br:1][c:2]1[c:3]2[n:4]([n:5][c:6]([Cl:8])[cH:7]1)[c:9]([C:12](=[O:13])[NH:14][c:15]1[c:16]([F:21])[cH:17][n:18][cH:19][cH:20]1)[cH:10][n:11]2.[CH3:22][O:23][c:24]1[cH:25][cH:26][c:27]([CH2:30][NH2:31])[cH:28][cH:29]1.[CH3:42][N:43]1[CH2:44][CH2:45][CH2:46][C:47]1=[O:48].[CH:32]([N:33]([CH2:34][CH3:35])[CH:36]([CH3:37])[CH3:38])([CH3:39])[CH3:40].[OH2:41]>>[c:2]1([NH:31][CH2:30][c:27]2[cH:26][cH:25][c:24]([O:23][CH3:22])[cH:29][cH:28]2)[c:3]2[n:4]([n:5][c:6]([Cl:8])[cH:7]1)[c:9]([C:12](=[O:13])[NH:14][c:15]1[c:16]([F:21])[cH:17][n:18][cH:19][cH:20]1)[cH:10][n:11]2. Yields the product COc1ccc(CNc2cc(Cl)nn3c(C(=O)Nc4ccncc4F)cnc23)cc1. Starting materials: CN(C)c1ccccn1, CC(C)C1C(=O)OC(=O)N1c1ccc(Cl)cc1, OCc1cccc(Oc2ccccc2)n1, C1CCOC1. Product: CC(C)C(Nc1ccc(Cl)cc1)C(=O)O. RXN SMILES: [CH3:18][N:19]([c:20]1[cH:21][cH:22][cH:23][cH:24][n:25]1)[CH3:26].[Cl:1][c:2]1[cH:3][cH:4][c:5]([N:8]2[C:9](=[O:17])[O:10][C:11](=[O:16])[CH:12]2[CH:13]([CH3:14])[CH3:15])[cH:6][cH:7]1.[O:27]([c:28]1[n:29][c:30]([CH2:31][OH:32])[cH:33][cH:34][cH:35]1)[c:36]1[cH:37][cH:38][cH:39][cH:40][cH:41]1.[O:42]1[CH2:43][CH2:44][CH2:45][CH2:46]1>>[Cl:1][c:2]1[cH:3][cH:4][c:5]([NH:8][CH:12]([C:11](=[O:10])[OH:16])[CH:13]([CH3:14])[CH3:15])[cH:6][cH:7]1. Starting materials: C(C)OC(CN1CCC2=NC=3C=CC=CC3C(=C2CC1)C)=O (2-[1,2,4,5-tetrahydro-11-methyl-3H-azepino[4,5-b]quinoline-3-yl]acetic acid ethyl ester), Cl (hydrochloric acid). The product is Cl.Cl.CC1=C2C(=NC=3C=CC=CC13)CCN(CC2)CC(=O)O (2-[1,2,4,5-Tetrahydro-11-methyl-3H-azepino[4,5-b]quinoline-3-yl]acetic acid dihydrochloride). The yield is 72.0%. As a reaction SMILES: C([O:3][C:4](=[O:22])[CH2:5][N:6]1[CH2:20][CH2:19][C:18]2[C:9](=[N:10][C:11]3[CH:12]=[CH:13][CH:14]=[CH:15][C:16]=3[C:17]=2[CH3:21])[CH2:8][CH2:7]1)C.[ClH:23]>>[ClH:23].[ClH:23].[CH3:21][C:17]1[C:16]2[CH:15]=[CH:14][CH:13]=[CH:12][C:11]=2[N:10]=[C:9]2[CH2:8][CH2:7][N:6]([CH2:5][C:4]([OH:22])=[O:3])[CH2:20][CH2:19][C:18]=12 |f:2.3.4|. Reported procedure: 2-[1,2,4,5-Tetrahydro-11-methyl-3H-azepino[4,5-b]quinoline-3-yl]acetic acid dihydrochloride was prepared by hydrolysis of 2-[1,2,4,5-tetrahydro-11-methyl-3H-azepino[4,5-b]quinoline-3-yl]acetic acid ethyl ester in 2 N hydrochloric acid at the boiling point. The reactants are C=CCCCCCC(NC(=O)OC(C)(C)C)C(=O)N1CC(O[Si](C)(C)C(C)(C)C)CC1C(=O)NC1(C(=O)OCC)CC1C=C, ClCCl. Product: CCOC(=O)C12CC1C=CCCCCCC(NC(=O)OC(C)(C)C)C(=O)N1CC(O[Si](C)(C)C(C)(C)C)CC1C(=O)N2. As a reaction SMILES: [CH2:1]([CH3:2])[O:3][C:4](=[O:5])[C:6]1([NH:11][C:12](=[O:13])[CH:14]2[N:15]([C:27]([CH:28]([CH2:29][CH2:30][CH2:31][CH2:32][CH2:33][CH:34]=[CH2:35])[NH:36][C:37](=[O:38])[O:39][C:40]([CH3:41])([CH3:42])[CH3:43])=[O:44])[CH2:16][CH:17]([O:19][Si:20]([CH3:21])([CH3:22])[C:23]([CH3:24])([CH3:25])[CH3:26])[CH2:18]2)[CH:7]([CH:9]=[CH2:10])[CH2:8]1.[CH2:45]([Cl:46])[Cl:47]>>[CH2:1]([CH3:2])[O:3][C:4](=[O:5])[C:6]12[CH:7]([CH2:8]1)[CH:9]=[CH:10][CH2:33][CH2:32][CH2:31][CH2:30][CH2:29][CH:28]([NH:36][C:37](=[O:38])[O:39][C:40]([CH3:41])([CH3:42])[CH3:43])[C:27](=[O:44])[N:15]1[CH:14]([C:12](=[O:13])[NH:11]2)[CH2:18][CH:17]([O:19][Si:20]([CH3:21])([CH3:22])[C:23]([CH3:24])([CH3:25])[CH3:26])[CH2:16]1. The reactants are O.O.Cl[Sn]Cl (SnCl2.2H2O), NC1=C(C=C(C(=O)O)C=C1)OC (4-amino-3-methoxybenzoic acid), N(=O)[O-].[Na+] (NaNO2). The solvent is Cl (HCl), O (water), Cl (HCl), O (H2O). Run at temperature 0 celsius, time 15 minute. Yields the product Cl.N(N)C1=C(C=C(C(=O)O)C=C1)OC (4-Hydrazino-3-methoxybenzoic acid hydrochloride). As a reaction SMILES: [N:1]([O-])=O.[Na+].[NH2:5][C:6]1[CH:14]=[CH:13][C:9]([C:10]([OH:12])=[O:11])=[CH:8][C:7]=1[O:15][CH3:16].O.O.[Cl:19][Sn]Cl>O.Cl>[ClH:19].[NH:5]([C:6]1[CH:14]=[CH:13][C:9]([C:10]([OH:12])=[O:11])=[CH:8][C:7]=1[O:15][CH3:16])[NH2:1] |f:0.1,3.4.5,8.9|. Procedure details: A solution of 2.17 g of NaNO2 in 40 ml of H2O is added slowly to a solution, cooled to 0° C., of 5 g of 4-amino-3-methoxybenzoic acid in 50 ml of concentrated HCl. After 1 hour 15 minutes of stirring at 0° C., the mixture is cooled to −10° C., and a solution of 23.6 g of SnCl2.2H2O in 20 ml of concentrated HCl and 20 ml of water is added over 30 min. After one and a half hours of stirring at −10° C., the mixture is filtered, and the precipitate is washed with 50 ml of pentane to obtain, after dr... Starting materials: CON(C(CO[C@H](C(F)(F)F)C=C)=O)C ((S)—N-Methoxy-N-methyl-2-((1,1,1-trifluorobut-3-en-2-yl)oxy)acetamide), C(CCC)[Li] (n-butyllithium), BrC1=C(C=CC=C1)F (2-bromofluorobenzene), [NH4+].[Cl-] (NH4Cl). The solvent is C1CCOC1 (THF), [Cl-].[Na+].O (Brine), CCCCCC (hexane), C1CCOC1 (THF). Run at temperature -60 celsius, time 2 hour. The product is FC1=C(C=CC=C1)C(CO[C@H](C(F)(F)F)C=C)=O ((S)-1-(2-fluorophenyl)-2-((1,1,1-trifluorobut-3-en-2-yl)oxy)ethanone). Isolated yield 72.8%. RXN SMILES: C([Li])CCC.Br[C:7]1[CH:12]=[CH:11][CH:10]=[CH:9][C:8]=1[F:13].CON(C)[C:17](=[O:27])[CH2:18][O:19][C@@H:20]([CH:25]=[CH2:26])[C:21]([F:24])([F:23])[F:22].[NH4+].[Cl-]>CCCCCC.C1COCC1.[Cl-].[Na+].O>[F:13][C:8]1[CH:9]=[CH:10][CH:11]=[CH:12][C:7]=1[C:17](=[O:27])[CH2:18][O:19][C@@H:20]([CH:25]=[CH2:26])[C:21]([F:23])([F:22])[F:24] |f:3.4,7.8.9|. Procedure details: A solution of n-butyllithium in hexane (2.50 M; 90 mL) was added dropwise over 25 mins to a solution of 2-bromofluorobenzene (40.35 g) in THF (250 mL) under a N2 atmosphere at −78° C. The reaction solution was allowed to warm to −60° C. and stir for 60 min. (S)—N-Methoxy-N-methyl-2-((1,1,1-trifluorobut-3-en-2-yl)oxy)acetamide (40 g) in THF (25 mL) was added dropwise to the reaction solution, and after stirring at −60° C. for 2 h, aqueous NH4Cl (100 mL) was added to the reaction solution, followe... The reactants are C(C)O (ethanol), CC1=C(C=CC=2C(OCC21)=O)C2OC2 (4-Methyl-5-oxiran-2-yl-2-benzofuran-1(3H)-one), FC(CN1CCNCC1)C1=C(C2=C(C(OC2)=O)C=C1)C (5-(1-fluoro-2-piperazin-1-ylethyl)-4-methyl-2-benzofuran-1(3H)-one). Run at temperature 150 celsius. Product: FC(CN1CCN(CC1)CC(C1=C(C2=C(C(OC2)=O)C=C1)C)O)C1=C(C2=C(C(OC2)=O)C=C1)C (5-(1-fluoro-2-{4-[2-hydroxy-2-(4-methyl-1-oxo-1,3-dihydro-2-benzofuran-5-yl)ethyl]piperazin-1-yl}ethyl)-4-methyl-2-benzofuran-1(3H)-one), C(C)OC(CN1CCN(CC1)CC(C1=C(C2=C(C(OC2)=O)C=C1)C)O)C1=C(C2=C(C(OC2)=O)C=C1)C (5-(1-(ethyloxy)-2-{4-[2-hydroxy-2-(4-methyl-1-oxo-1,3-dihydro-2-benzofuran-5-yl)ethyl]piperazin-1-yl}ethyl)-4-methyl-2-benzofuran-1(3H)-one). Reaction SMILES: [CH3:1][C:2]1[C:10]2[CH2:9][O:8][C:7](=[O:11])[C:6]=2[CH:5]=[CH:4][C:3]=1[CH:12]1[CH2:14][O:13]1.[F:15][CH:16]([C:24]1[CH:33]=[CH:32][C:27]2[C:28](=[O:31])[O:29][CH2:30][C:26]=2[C:25]=1[CH3:34])[CH2:17][N:18]1[CH2:23][CH2:22][NH:21][CH2:20][CH2:19]1.[CH2:35]([OH:37])[CH3:36]>>[F:15][CH:16]([C:24]1[CH:33]=[CH:32][C:27]2[C:28](=[O:31])[O:29][CH2:30][C:26]=2[C:25]=1[CH3:34])[CH2:17][N:18]1[CH2:23][CH2:22][N:21]([CH2:14][CH:12]([OH:13])[C:3]2[CH:4]=[CH:5][C:6]3[C:7](=[O:11])[O:8][CH2:9][C:10]=3[C:2]=2[CH3:1])[CH2:20][CH2:19]1.[CH2:35]([O:37][CH:16]([C:24]1[CH:33]=[CH:32][C:27]2[C:28](=[O:31])[O:29][CH2:30][C:26]=2[C:25]=1[CH3:34])[CH2:17][N:18]1[CH2:23][CH2:22][N:21]([CH2:14][CH:12]([OH:13])[C:3]2[CH:4]=[CH:5][C:6]3[C:7](=[O:11])[O:8][CH2:9][C:10]=3[C:2]=2[CH3:1])[CH2:20][CH2:19]1)[CH3:36]. Procedure details: 4-Methyl-5-oxiran-2-yl-2-benzofuran-1(3H)-one (75 mg, 0.394 mmol, 1.2 mmol) and 5-(1-fluoro-2-piperazin-1-ylethyl)-4-methyl-2-benzofuran-1(3H)-one (90 mg, 0.323 mmol, 1.0 eq) were suspended in ethanol (30 ml). The mixture was heated to 150° C. for 30 min under microwave irradiation. The mixture was concentrated and purify by flash column chromatograph (0-10% MeOH/DCM) to afford the expected product 5-(1-fluoro-2-{4-[2-hydroxy-2-(4-methyl-1-oxo-1,3-dihydro-2-benzofuran-5-yl)ethyl]piperazin-1-yl}e... Reactants: COc1cc(Nc2ncnc3[nH]c(-c4ccc(CO)cc4)cc23)ccn1, CC#N, CCOC(C)=O, C1COCCO1, O=S(Cl)Cl. Product: COc1cc(Nc2ncnc3[nH]c(-c4ccc(CCl)cc4)cc23)ccn1. RXN SMILES: [CH3:1][O:2][c:3]1[n:4][cH:5][cH:6][c:7]([NH:9][c:10]2[c:11]3[c:12]([n:13][cH:14][n:15]2)[nH:16][c:17](-[c:19]2[cH:20][cH:21][c:22]([CH2:25][OH:26])[cH:23][cH:24]2)[cH:18]3)[cH:8]1.[CH3:31][C:32]#[N:33].[CH3:40][CH2:41][O:42][C:43]([CH3:44])=[O:45].[O:34]1[CH2:35][CH2:36][O:37][CH2:38][CH2:39]1.[S:27]([Cl:28])([Cl:29])=[O:30]>>[CH3:1][O:2][c:3]1[n:4][cH:5][cH:6][c:7]([NH:9][c:10]2[c:11]3[c:12]([n:13][cH:14][n:15]2)[nH:16][c:17](-[c:19]2[cH:20][cH:21][c:22]([CH2:25][Cl:29])[cH:23][cH:24]2)[cH:18]3)[cH:8]1.